This data is from the Open Reaction Database (ORD), a public repository of structured organic reaction records. The task is: describe an organic reaction: reactants, conditions, products, and yield Starting materials: COc1nc(N(C(=O)OC(C)(C)C)c2ccc3c(c2)COB3O)ccc1C#N, Cl, [Na+], C1COCCO1, [OH-], O. Product: COc1nc(Nc2ccc3c(c2)COB3O)ccc1C#N. Reaction SMILES: [C:1](#[N:2])[c:3]1[cH:4][cH:5][c:6]([N:11]([C:12](=[O:13])[O:14][C:15]([CH3:16])([CH3:17])[CH3:18])[c:19]2[cH:20][c:21]3[c:22]([cH:27][cH:28]2)[B:23]([OH:26])[O:24][CH2:25]3)[n:7][c:8]1[O:9][CH3:10].[ClH:32].[Na+:30].[O:33]1[CH2:34][CH2:35][O:36][CH2:37][CH2:38]1.[OH-:29].[OH2:31]>>[C:1](#[N:2])[c:3]1[cH:4][cH:5][c:6]([NH:11][c:19]2[cH:20][c:21]3[c:22]([cH:27][cH:28]2)[B:23]([OH:26])[O:24][CH2:25]3)[n:7][c:8]1[O:9][CH3:10].